From a dataset of the Open Reaction Database (ORD), a public repository of structured organic reaction records. describe an organic reaction: reactants, conditions, products, and yield Reactants: ClC=1N=CC=2N(C(C3(CN(C2N1)C1CCCC1)CC3)=O)C (2′-chloro-9′-cyclopentyl-5′-methyl-8′,9′-dihydrospiro[cyclopropane-1,7′-pyrimido[5,4-b][1,4]diazepin]-6′(5′H)-one), ClC=1N=CC=2N(C(C3(CN(C2N1)C1CCCC1)CC3)=O)C (2′-chloro-9′-cyclopentyl-5′-methyl-8′,9′-dihydrospiro[cyclopropane-1,7′-pyrimido[5,4-b][1,4]diazepin]-6′(5′H)-one), O.C1(=CC=C(C=C1)S(=O)(=O)O)C (p-toluenesulphonic acid monohydrate), NC1=C(C=C(C(=O)NCC(CN2CCCC2)(C)C)C=C1)OC (4-amino-N-(2,2-dimethyl-3-pyrrolidin-1-yl-propyl)-3-methoxy-benzamide), NC1=C(C=C(C(=O)NCC(CN2CCCC2)(C)C)C=C1)OC (4-amino-N-(2,2-dimethyl-3-pyrrolidin-1-yl-propyl)-3-methoxy-benzamide), CC(CC(C)O)C (4-methyl-2-pentanol). The solvent is CO (methanol). Conditions: temperature 120 celsius. The product is C1(CCCC1)N1C2=C(N(C(C3(C1)CC3)=O)C)C=NC(=N2)NC2=C(C=C(C(=O)NCC(CN3CCCC3)(C)C)C=C2)OC (4-(9′-cyclopentyl-5′-methyl-6′-oxo-5′,6′,8′,9′-tetrahydrospiro[cyclopropane-1,7′-pyrimido[5,4-b][1,4]diazepine]-2′-ylamino)-N-(2,2-dimethyl-3-pyrrolidin-1-yl-propyl)-3-methoxy-benzamide). Yield: 17.9%. Reaction SMILES: Cl[C:2]1[N:3]=[CH:4][C:5]2[N:6]([CH3:21])[C:7](=[O:20])[C:8]3([CH2:19][CH2:18]3)[CH2:9][N:10]([CH:13]3[CH2:17][CH2:16][CH2:15][CH2:14]3)[C:11]=2[N:12]=1.O.C1(C)C=CC(S(O)(=O)=O)=CC=1.[NH2:34][C:35]1[CH:53]=[CH:52][C:38]([C:39]([NH:41][CH2:42][C:43]([CH3:51])([CH3:50])[CH2:44][N:45]2[CH2:49][CH2:48][CH2:47][CH2:46]2)=[O:40])=[CH:37][C:36]=1[O:54][CH3:55].CC(C)CC(O)C>CO>[CH:13]1([N:10]2[CH2:9][C:8]3([CH2:19][CH2:18]3)[C:7](=[O:20])[N:6]([CH3:21])[C:5]3[CH:4]=[N:3][C:2]([NH:34][C:35]4[CH:53]=[CH:52][C:38]([C:39]([NH:41][CH2:42][C:43]([CH3:50])([CH3:51])[CH2:44][N:45]5[CH2:49][CH2:48][CH2:47][CH2:46]5)=[O:40])=[CH:37][C:36]=4[O:54][CH3:55])=[N:12][C:11]2=3)[CH2:17][CH2:16][CH2:15][CH2:14]1 |f:1.2|. Reported procedure: 2′-chloro-9′-cyclopentyl-5′-methyl-8′,9′-dihydrospiro[cyclopropane-1,7′-pyrimido[5,4-b][1,4]diazepin]-6′(5′H)-one (Intermediate 130; 101 mg, 0.33 mmol), p-toluenesulphonic acid monohydrate (155 mg, 0.81 mmol) and 4-amino-N-(2,2-dimethyl-3-pyrrolidin-1-yl-propyl)-3-methoxy-benzamide (Intermediate 206; 100 mg, 0.33 mmol) were added to 4-methyl-2-pentanol (7 mL). The reaction was heated at 120° C. over the weekend. The sample was transferred to an SCX cartridge (10 g) pre-wet with methanol, then wa... Reactants: lithium bis(trimethylsilyl)amide THF, [Cl-].[NH4+] (ammonium chloride), ClC1=CC=C2C=C(NC(C2=C1)=O)C1=C(C=CC=C1)C(F)(F)F (7-chloro-3-(2-trifluoromethylphenyl)-2H-isoquinolin-1-one), N1CCC(CC1)CO (4-piperidinemethanol). Reagents/catalysts: C=1C=CC(=CC1)/C=C/C(=O)/C=C/C2=CC=CC=C2.C=1C=CC(=CC1)/C=C/C(=O)/C=C/C2=CC=CC=C2.C=1C=CC(=CC1)/C=C/C(=O)/C=C/C2=CC=CC=C2.[Pd].[Pd] (tris(dibenzylideneacetone)dipalladium), C1(CCCCC1)P(C1=C(C=CC=C1)C1=C(C=CC=C1)N(C)C)C1CCCCC1 (2-dicyclohexylphosphino-2′-(N,N-dimethylamino)biphenyl). The product is OCC1CCN(CC1)C1=CC=C2C=C(NC(C2=C1)=O)C1=C(C=CC=C1)C(F)(F)F (7-(4-hydroxymethylpiperidin-1-yl)-3-(2-trifluoromethylphenyl)-2H-isoquinolin-1-one). Yield: 71.3%. As a reaction SMILES: Cl[C:2]1[CH:11]=[C:10]2[C:5]([CH:6]=[C:7]([C:13]3[CH:18]=[CH:17][CH:16]=[CH:15][C:14]=3[C:19]([F:22])([F:21])[F:20])[NH:8][C:9]2=[O:12])=[CH:4][CH:3]=1.[NH:23]1[CH2:28][CH2:27][CH:26]([CH2:29][OH:30])[CH2:25][CH2:24]1.[Cl-].[NH4+]>C1C=CC(/C=C/C(/C=C/C2C=CC=CC=2)=O)=CC=1.C1C=CC(/C=C/C(/C=C/C2C=CC=CC=2)=O)=CC=1.C1C=CC(/C=C/C(/C=C/C2C=CC=CC=2)=O)=CC=1.[Pd].[Pd].C1(P(C2CCCCC2)C2C=CC=CC=2C2C=CC=CC=2N(C)C)CCCCC1>[OH:30][CH2:29][CH:26]1[CH2:27][CH2:28][N:23]([C:2]2[CH:11]=[C:10]3[C:5]([CH:6]=[C:7]([C:13]4[CH:18]=[CH:17][CH:16]=[CH:15][C:14]=4[C:19]([F:22])([F:21])[F:20])[NH:8][C:9]3=[O:12])=[CH:4][CH:3]=2)[CH2:24][CH2:25]1 |f:2.3,4.5.6.7.8|. Reported procedure: 8.65 ml (8.65 mmol) of a 1 M lithium bis(trimethylsilyl)amide THF solution was added to a mixture consisting of 400 mg (1.24 mmol) of the 7-chloro-3-(2-trifluoromethylphenyl)-2H-isoquinolin-1-one obtained in Step B of Example 1; 427.2 mg (3.708 mmol) of 4-piperidinemethanol; 29.2 mg (0.074 mmol) of 2-dicyclohexylphosphino-2′-(N,N-dimethylamino)biphenyl; and 28.3 mg (0.0309 mmol) of tris(dibenzylideneacetone)dipalladium. The obtained mixture was stirred under heating to reflux over a day and a ni... Reactants: BrC1=CC=C(C=N1)O (6-bromo-3-pyridinol), C([O-])([O-])=O.[K+].[K+] (potassium carbonate), O (water), C(C1=CC=CC=C1)Br (benzyl bromide). The solvent is CN(C)C=O (DMF). Run at temperature 15 celsius, time 15 minute. Product: BrC1=NC=C(C=C1)OCC1=CC=CC=C1 (2-bromo-5-[(phenylmethyl)oxy]pyridine). RXN SMILES: [Br:1][C:2]1[N:7]=[CH:6][C:5]([OH:8])=[CH:4][CH:3]=1.C(=O)([O-])[O-].[K+].[K+].[CH2:15](Br)[C:16]1[CH:21]=[CH:20][CH:19]=[CH:18][CH:17]=1.O>CN(C=O)C>[Br:1][C:2]1[CH:3]=[CH:4][C:5]([O:8][CH2:15][C:16]2[CH:21]=[CH:20][CH:19]=[CH:18][CH:17]=2)=[CH:6][N:7]=1 |f:1.2.3|. Procedure details: To a stirred solution of 6-bromo-3-pyridinol (10 g, Commercial eg Apollo Scientific Ltd.) in DMF (100 ml) was added potassium carbonate (17.8 g). The reaction mixture was stirred for 15 min at 25-30 C. before cooling to 15° C. To this was added slowly benzyl bromide (7.5 ml) and this was stirred at 25-30° C. for 48 h. The reaction mixture was poured into cold water and the solid was collected by filtration to give the title compound, 14.5 g Reactants: C(CCCCCC)[Si]1(CCC(CC1)C1=CC=C(C=C1)C1=CC(=C(C(=C1)F)O)F)C1=CC=CC=C1 (4-(4-(4-n-heptyl-4-phenyl-4-silacyclohexyl)phenyl) -2,6-difluorophenol), C[C@H](CCCCCCC)O ((R)-2-nonanol). The product is C(CCCCCC)[Si@@H]1CC[C@H](CC1)C1=CC=C(C=C1)C1=CC(=C(C(=C1)F)O[C@H](CCCCCCC)C)F ((S)-4-(4-(trans-4-n-heptyl-4-silacyclohexyl)phenyl)-1-(1-methyloctyloxy)-2,6-difluorobenzene). Reaction SMILES: [CH2:1]([Si:8]1(C2C=CC=CC=2)[CH2:13][CH2:12][CH:11]([C:14]2[CH:19]=[CH:18][C:17]([C:20]3[CH:25]=[C:24]([F:26])[C:23]([OH:27])=[C:22]([F:28])[CH:21]=3)=[CH:16][CH:15]=2)[CH2:10][CH2:9]1)[CH2:2][CH2:3][CH2:4][CH2:5][CH2:6][CH3:7].[CH3:35][C@@H:36](O)[CH2:37][CH2:38][CH2:39][CH2:40][CH2:41][CH2:42][CH3:43]>>[CH2:1]([Si@H:8]1[CH2:13][CH2:12][C@H:11]([C:14]2[CH:19]=[CH:18][C:17]([C:20]3[CH:21]=[C:22]([F:28])[C:23]([O:27][C@@H:36]([CH3:35])[CH2:37][CH2:38][CH2:39][CH2:40][CH2:41][CH2:42][CH3:43])=[C:24]([F:26])[CH:25]=3)=[CH:16][CH:15]=2)[CH2:10][CH2:9]1)[CH2:2][CH2:3][CH2:4][CH2:5][CH2:6][CH3:7]. Procedure details: The general procedure of Example 1 was repeated using 4-(4-(4-n-heptyl-4-phenyl-4-silacyclohexyl)phenyl) -2,6-difluorophenol and (R)-2-nonanol, thereby obtaining the intended compound. Starting materials: OCCCCCO, C1CCOC1, CC(C)(C)[O-], Clc1nnnn1-c1ccccc1, [K+], O. Yields the product OCCCCCOc1nnnn1-c1ccccc1. Reaction SMILES: [CH2:12]([CH2:13][CH2:14][CH2:15][CH2:16][OH:17])[OH:18].[CH2:1]1[O:2][CH2:3][CH2:4][CH2:5]1.[CH3:6][C:7]([CH3:8])([O-:9])[CH3:10].[Cl:19][c:20]1[n:21][n:22][n:23][n:24]1-[c:25]1[cH:26][cH:27][cH:28][cH:29][cH:30]1.[K+:11].[OH2:31]>>[CH2:12]([CH2:13][CH2:14][CH2:15][CH2:16][OH:17])[O:18][c:20]1[n:21][n:22][n:23][n:24]1-[c:25]1[cH:26][cH:27][cH:28][cH:29][cH:30]1. Reactants: [Li]CCCC, CCCC1SCCCS1, CCCCCC, CC=O. Yields the product CCCC1(C(C)O)SCCCS1. RXN SMILES: [CH2:10]([Li:11])[CH2:12][CH2:13][CH3:14].[CH2:1]([CH2:2][CH3:3])[CH:4]1[S:5][CH2:6][CH2:7][CH2:8][S:9]1.[CH3:18][CH2:19][CH2:20][CH2:21][CH2:22][CH3:23].[CH:15]([CH3:16])=[O:17]>>[CH2:1]([CH2:2][CH3:3])[C:4]1([CH:15]([CH3:16])[OH:17])[S:5][CH2:6][CH2:7][CH2:8][S:9]1. The reactants are C(C)(C)(C)OC(=O)N(CCO)N1C(C2=CC=CC=C2C(=C1C(=O)OC)C1=CC(=C(C(=C1)OC)OC)OC)=O (2-[N-tert-butoxycarbonyl-N-(2-hydroxyethyl)amino]-3-methoxycarbonyl-4-(3,4,5-trimethoxyphenyl)-1(2H)-isoquinolinone), solution, Cl (hydrogen chloride). Run in O1CCOCC1 (dioxane), O1CCOCC1 (dioxane). Reaction conditions: time 3 hour. Yields the product OCCNN1C(C2=CC=CC=C2C(=C1C(=O)OC)C1=CC(=C(C(=C1)OC)OC)OC)=O (2-[-(2-hydroxyethyl)amino]-3-methoxycarbonyl-4-(3,4,5-trimethoxyphenyl)-1(2H)-isoquinolinone). As a reaction SMILES: C(OC([N:8]([N:12]1[C:21]([C:22]([O:24][CH3:25])=[O:23])=[C:20]([C:26]2[CH:31]=[C:30]([O:32][CH3:33])[C:29]([O:34][CH3:35])=[C:28]([O:36][CH3:37])[CH:27]=2)[C:19]2[C:14](=[CH:15][CH:16]=[CH:17][CH:18]=2)[C:13]1=[O:38])[CH2:9][CH2:10][OH:11])=O)(C)(C)C.Cl>O1CCOCC1>[OH:11][CH2:10][CH2:9][NH:8][N:12]1[C:21]([C:22]([O:24][CH3:25])=[O:23])=[C:20]([C:26]2[CH:27]=[C:28]([O:36][CH3:37])[C:29]([O:34][CH3:35])=[C:30]([O:32][CH3:33])[CH:31]=2)[C:19]2[C:14](=[CH:15][CH:16]=[CH:17][CH:18]=2)[C:13]1=[O:38]. Procedure: To a solution of the compound obtained in Example 73 (170 nig) in dioxane (1 ml) is added a 4M solution of hydrogen chloride in dioxane (10 ml), and the mixture is stirred at room temperature for three hours. The reaction mixture is concentrated under reduced pressure, and the residue is dissolved in ethyl acetate. The mixture is washed with water, dried, and concentrated under reduced pressure. The residue is purified by Chromatotron (solvent; chloroform:acetone=5:1), and crystallized from diet... Reactants: COC1=NC=C(C=N1)CC=1C(N=C(NC1)SC)=O (5-(2-methoxy-pyrimidin-5-ylmethyl)-2-methylsulfanyl-1H-pyrimidin-4-one), B(Br)(Br)Br (Boron tribromide). The solvent is O (water). Conditions: temperature 0 celsius, time 30 minute. Product: CSC=1NC=C(C(N1)=O)CC=1C=NC(NC1)=O (2-methylsulfanyl-5-(2-oxo-1,2-dihydro-pyrimidin-5-ylmethyl)-1H-pyrimidin-4-one). Isolated yield 26.4%. RXN SMILES: C[O:2][C:3]1[N:8]=[CH:7][C:6]([CH2:9][C:10]2[C:11](=[O:18])[N:12]=[C:13]([S:16][CH3:17])[NH:14][CH:15]=2)=[CH:5][N:4]=1.B(Br)(Br)Br>O>[CH3:17][S:16][C:13]1[NH:14][CH:15]=[C:10]([CH2:9][C:6]2[CH:5]=[N:4][C:3](=[O:2])[NH:8][CH:7]=2)[C:11](=[O:18])[N:12]=1. Procedure: Entire reaction was performed under argon atmosphere using syringe septa technique. 5-(2-methoxy-pyrimidin-5-ylmethyl)-2-methylsulfanyl-1H-pyrimidin-4-one (0.984 mmol, 1 eq) was added in dry vessel. Boron tribromide (2.066 mmol, 2.1 eq) was added and reaction mixture was stirred at 0° C. After 30 min, reaction mixture was allowed to reach to room temperature and it was stirred overnight. Reaction mixture was diluted with water (2 ml). The resulting precipitate, 2-methylsulfanyl-5-(2-oxo-1,2-dihy... Reactants: [Si](C)(C)(C(C)(C)C)O[C@@H]1[C@@H](COC1)OC1=C(CN(C(OCC2=CC=CC=C2)=O)C)C=C(C=C1F)[N+](=O)[O-] (Benzyl 2-(((3R,4S)-4-((tert-butyldimethylsilyl)oxy)tetrahydrofuran-3-yl)oxy)-3-fluoro-5-nitrobenzyl(methyl)carbamate). The reagents and catalysts are [Pd] (Pd/C). Run in CO (MeOH). The product is [Si](C)(C)(C(C)(C)C)O[C@@H]1[C@@H](COC1)OC1=C(C=C(N)C=C1CNC)F (4-(((3R,4S)-4-((tert-Butyldimethylsilyl)oxy)tetrahydrofuran-3-yl)oxy)-3-fluoro-5-((methylamino)methyl)aniline). Yield: 100.0%. As a reaction SMILES: [Si:1]([O:8][C@H:9]1[CH2:13][O:12][CH2:11][C@H:10]1[O:14][C:15]1[C:33]([F:34])=[CH:32][C:31]([N+:35]([O-])=O)=[CH:30][C:16]=1[CH2:17][N:18](C)[C:19](=O)OCC1C=CC=CC=1)([C:4]([CH3:7])([CH3:6])[CH3:5])([CH3:3])[CH3:2]>CO.[Pd]>[Si:1]([O:8][C@H:9]1[CH2:13][O:12][CH2:11][C@H:10]1[O:14][C:15]1[C:16]([CH2:17][NH:18][CH3:19])=[CH:30][C:31]([NH2:35])=[CH:32][C:33]=1[F:34])([C:4]([CH3:7])([CH3:6])[CH3:5])([CH3:3])[CH3:2]. Reported procedure: To 27F (138 mg, 0.372 mmol, 93% yield) in MeOH (5 mL) was added 10% Pd/C (50 mg) and the mixture was hydrogenated (1 atm) for 4 h at rt. The mixture was filtered and concentrated to give 27G (138 mg, 0.372 mmol, 93% yield) as a colorless oil. MS (ESI) m/z: 371.4 (M+H)+. The reactants are OCCNN (2-hydroxyethylhyrazine), C(=O)([O-])[O-].[K+].[K+] (K2CO3), FC1=CC=C(C=C1)[N+](=O)[O-] (1-Fluoro-4-nitrobenzene). The solvent is CC#N (CH3CN). Reaction conditions: temperature 10 celsius, time 4 hour. The product is [N+](=O)([O-])C1=CC=C(C=C1)N(N)CCO (2-[N-(4-nitro-phenyl)-hydrazino]-ethanol). RXN SMILES: F[C:2]1[CH:7]=[CH:6][C:5]([N+:8]([O-:10])=[O:9])=[CH:4][CH:3]=1.[OH:11][CH2:12][CH2:13][NH:14][NH2:15].C([O-])([O-])=O.[K+].[K+]>CC#N>[N+:8]([C:5]1[CH:6]=[CH:7][C:2]([N:14]([CH2:13][CH2:12][OH:11])[NH2:15])=[CH:3][CH:4]=1)([O-:10])=[O:9] |f:2.3.4|. Reported procedure: 1-Fluoro-4-nitrobenzene (7.1 g, 50 mmol) was dissolved in CH3CN (70 ml), 2-hydroxyethylhyrazine (purity: 90%, Aldrich, 5.0 g, 66 mmol) and K2CO3 (7.6 g, 55 mmol) were added thereto. The suspension thus obtained was stirred for 4 hrs with reflux. The resulting orange-colored suspension was concentrated under reduced pressure (reflux condenser, 10 torr, 40° C.) and ethylacetate (EA, 90 ml) and water (18 ml) were added thereto. The resulting mixture was stirred strongly at r.t. for 10 min. The orga...